This data is from the Open Reaction Database (ORD), a public repository of structured organic reaction records. The task is: describe an organic reaction: reactants, conditions, products, and yield The reactants are ICSC1=NC=C(C=N1)Cl (2-(Iodomethyl)thio-5-chloropyrimidine), ClC1=CC=C(C=C1)O (p-chlorophenol), CC[O-].[Na+] (NaOEt). Run in C(C)O (ethanol). Conditions: time 8 hour. Yields the product ClC1=CC=C(OCSC2=NC=C(C=N2)Cl)C=C1 (2-(4-Chlorophenoxymethyl)thio-5-chloropyrimidine). Isolated yield 64.0%. RXN SMILES: I[CH2:2][S:3][C:4]1[N:9]=[CH:8][C:7]([Cl:10])=[CH:6][N:5]=1.[Cl:11][C:12]1[CH:17]=[CH:16][C:15]([OH:18])=[CH:14][CH:13]=1.CC[O-].[Na+]>C(O)C>[Cl:11][C:12]1[CH:17]=[CH:16][C:15]([O:18][CH2:2][S:3][C:4]2[N:9]=[CH:8][C:7]([Cl:10])=[CH:6][N:5]=2)=[CH:14][CH:13]=1 |f:2.3|. Procedure: 2-(Iodomethyl)thio-5-chloropyrimidine was added to a solution of p-chlorophenol (5.5 mmol) and 0.138 M NaOEt in ethanol (40 ml) and the mixture stirred at room temperature overnight. The solvent was distilled off and the mixture worked up as above; yield 64%. Starting materials: O=C([O-])O, CSc1nc2ccc(O)cc2s1, CN1CCCC1=O, O=C1CCC(=O)N1Cl, [Na+]. Product: CSc1nc2ccc(O)c(Cl)c2s1. RXN SMILES: [C:28](=[O:29])([OH:30])[O-:31].[CH3:1][S:2][c:3]1[s:4][c:5]2[c:6]([n:7]1)[cH:8][cH:9][c:10]([OH:12])[cH:11]2.[CH3:21][N:22]1[CH2:23][CH2:24][CH2:25][C:26]1=[O:27].[Cl:13][N:14]1[C:15](=[O:16])[CH2:17][CH2:18][C:19]1=[O:20].[Na+:32]>>[CH3:1][S:2][c:3]1[s:4][c:5]2[c:6]([n:7]1)[cH:8][cH:9][c:10]([OH:12])[c:11]2[Cl:13]. The product is C(C1=CC=CC=C1)N1N=CC(=C(C1=O)OC(C)C)CCCC(C)SC (2-benzyl-4-(2-propoxy)-5-[4-(methylthio)pentyl]-3(2H)-pyridazinone). Reported procedure: 2-Benzyl-4-chloro-5-methoxy-3(2H)-pyridazinone (J. Het. Chem., 1996, 33, 1579-1582) was converted to the 5-hydroxy-analog according to the method of Example 7 and then to the 5-trifluoromethylsulfonyloxy-analog following the method of Example 8. Subsequent coupling to 4-(methylthio)phenylboronic acid according to the method of Example 9 provided 2-benzyl-4-chloro-5-[4-(methylthio)phenyl]-3(2H)-pyridazinone. This 4-chloro-intermediate thus prepared was treated with 2-propanol (20 mL, 261 mmol) an... Reactants: CC(C)O (2-propanol), CC(C)([O-])C.[K+] (potassium t-butoxide), C(C1=CC=CC=C1)N1N=CC(=C(C1=O)Cl)OC (2-Benzyl-4-chloro-5-methoxy-3(2H)-pyridazinone), CSC1=CC=C(C=C1)B(O)O (4-(methylthio)phenylboronic acid), C(C1=CC=CC=C1)N1N=CC(=C(C1=O)Cl)C1=CC=C(C=C1)SC (2-benzyl-4-chloro-5-[4-(methylthio)phenyl]-3(2H)-pyridazinone), 5-hydroxy, 5-trifluoromethylsulfonyloxy, 4-chloro. RXN SMILES: C(N1C(=O)[C:12](Cl)=[C:11]([O:16]C)[CH:10]=N1)C1C=CC=CC=1.CSC1C=CC(B(O)O)=CC=1.[CH2:29]([N:36]1[C:41](=[O:42])[C:40](Cl)=[C:39]([C:44]2[CH:49]=[CH:48][C:47]([S:50][CH3:51])=[CH:46]C=2)[CH:38]=[N:37]1)[C:30]1[CH:35]=[CH:34][CH:33]=[CH:32][CH:31]=1.CC(O)C.CC(C)([O-])C.[K+]>>[CH2:29]([N:36]1[C:41](=[O:42])[C:40]([O:16][CH:11]([CH3:12])[CH3:10])=[C:39]([CH2:44][CH2:49][CH2:48][CH:47]([S:50][CH3:51])[CH3:46])[CH:38]=[N:37]1)[C:30]1[CH:31]=[CH:32][CH:33]=[CH:34][CH:35]=1 |f:4.5|. The reactants are BrCC1=CC=C(C=C1)CC(=O)O (4-(Bromomethyl)phenylacetic acid), CC=1OC2=C(N1)C=CC=C2 (2-methylbenzoxazole). The solvent is ClC1=C(C=CC=C1)Cl (1,2-dichlorobenzene). Conditions: temperature 80 celsius. Yields the product [Br-].C(=O)(O)CC1=CC=C(C[N+]2=C(OC3=C2C=CC=C3)C)C=C1 (3-(4-(carboxymethyl) benzyl]-2-methyl-1,3-benzoxazol-3-ium bromide). Isolated yield 63.3%. As a reaction SMILES: [Br:1][CH2:2][C:3]1[CH:8]=[CH:7][C:6]([CH2:9][C:10]([OH:12])=[O:11])=[CH:5][CH:4]=1.[CH3:13][C:14]1[O:15][C:16]2[CH:22]=[CH:21][CH:20]=[CH:19][C:17]=2[N:18]=1>ClC1C=CC=CC=1Cl>[Br-:1].[C:10]([CH2:9][C:6]1[CH:7]=[CH:8][C:3]([CH2:2][N+:18]2[C:17]3[CH:19]=[CH:20][CH:21]=[CH:22][C:16]=3[O:15][C:14]=2[CH3:13])=[CH:4][CH:5]=1)([OH:12])=[O:11] |f:3.4|. Procedure details: 2-Methylbenzoxazole (yellow) was distilled under vacuum to give a colourless liquid (33 ml). 4-(Bromomethyl)phenylacetic acid (20 g, 87.3 mmol) and 2-methylbenzoxazole (distilled, 33 ml, 278 mmol) were dissolved in 1,2-dichlorobenzene (70 ml). The reaction mixture was heated at 80° C. for 2.5 days to produce a thick yellow precipitate. The reaction mixture was then cooled to room temperature, the precipitate collected via filtration and washed with 1,2-dichlorobenzene (3×100 ml) and diethyl ethe... Procedure details: 6-Acetylamino-N-benzylnaphthalene-1-sulfonamide (compound No. 7-1; 188 mg, 0.530 mmol) was suspended to a mixed solvent of 1-propanol (3.0 ml) and water (1.5 ml). Concentrated hydrochloric acid (1.5 ml) was added to the suspension and the mixture was refluxed for 1 hour. After cooling to room temperature, the separated crystal was collected and washed with 1-propanol and isopropyl ether to give the title compound as a light yellow crystal (118 mg, 63.8%). RXN SMILES: C([NH:4][C:5]1[CH:6]=[C:7]2[C:12](=[CH:13][CH:14]=1)[C:11]([S:15]([NH:18][CH2:19][C:20]1[CH:25]=[CH:24][CH:23]=[CH:22][CH:21]=1)(=[O:17])=[O:16])=[CH:10][CH:9]=[CH:8]2)(=O)C.C(O)CC.[ClH:30]>O>[ClH:30].[NH2:4][C:5]1[CH:6]=[C:7]2[C:12](=[CH:13][CH:14]=1)[C:11]([S:15]([NH:18][CH2:19][C:20]1[CH:21]=[CH:22][CH:23]=[CH:24][CH:25]=1)(=[O:17])=[O:16])=[CH:10][CH:9]=[CH:8]2 |f:4.5|. The yield is 63.8%. Product: Cl.NC=1C=C2C=CC=C(C2=CC1)S(=O)(=O)NCC1=CC=CC=C1 (6-amino-N-benzylnaphthalene-1-sulfonamide hydrochloride). Solvent: O (water). The reactants are C(C)(=O)NC=1C=C2C=CC=C(C2=CC1)S(=O)(=O)NCC1=CC=CC=C1 (6-Acetylamino-N-benzylnaphthalene-1-sulfonamide), C(CC)O (1-propanol), Cl (hydrochloric acid). Starting materials: NC=1C=C(C(=O)O)C=CN1 (2-aminoisonicotinic acid), Cl.CN(CCCN=C=NCC)C (1-(3-dimethylaminopropyl)-3-ethylcarbodiimide hydrochloride), C(C)(C)N(C(C)C)CC (N,N-diisopropylethylamine), ON1N=NC2=C1C=CC=C2 (1-hydroxybenzotriazole), C(C1=CC=CC=C1)N (benzylamine). Run in CN(C=O)C (N,N-dimethylformamide), O (water). Conditions: time 30 minute. Product: NC=1C=C(C(=O)NCC2=CC=CC=C2)C=CN1 (2-amino-N-benzylisonicotinamide). Isolated yield 43.3%. Reaction SMILES: [NH2:1][C:2]1[CH:3]=[C:4]([CH:8]=[CH:9][N:10]=1)[C:5]([OH:7])=O.Cl.CN(C)CCCN=C=NCC.C(N(CC)C(C)C)(C)C.ON1C2C=CC=CC=2N=N1.[CH2:42]([NH2:49])[C:43]1[CH:48]=[CH:47][CH:46]=[CH:45][CH:44]=1>CN(C)C=O.O>[NH2:1][C:2]1[CH:3]=[C:4]([CH:8]=[CH:9][N:10]=1)[C:5]([NH:49][CH2:42][C:43]1[CH:48]=[CH:47][CH:46]=[CH:45][CH:44]=1)=[O:7] |f:1.2|. Procedure details: To a solution of 2-aminoisonicotinic acid (2.76 g, 20.0 mmol) in N,N-dimethylformamide (60 mL) was added 1-(3-dimethylaminopropyl)-3-ethylcarbodiimide hydrochloride (5.00 g, 26.0 mmol) and N,N-diisopropylethylamine (10 mL, 57.7 mmol). The resulting solution was stirred for 30 minutes at ambient temperature followed by the addition of 1-hydroxybenzotriazole (3.24 g, 24.0 mmol) and benzylamine (3.2 mL, 29.3 mmol). The reaction mixture was stirred for 72 hours at ambient temperature, diluted with w... Solvent: CS(=O)C (DMSO). The product is C[C@@H]1CN(CCN1C1=C(C=NN1C)[N+](=O)[O-])C(=O)OC(C)(C)C ((R)-tert-butyl 3-methyl-4-(1-methyl-4-nitro-1H-pyrazol-5-yl)piperazine-1-carboxylate). Procedure details: To a solution of 5-chloro-1-methyl-4-nitro-1H-pyrazole from Example 1 (355 mg, 2.2 mmol) and potassium fluoride (511 mg, 8.8 mmol) in dry DMSO (20 mL) was added (R)-tert-butyl 3-methylpiperazine-1-carboxylate (507 mg, 2.53 mmol) and the mixture was heated in the microwave at 100° C. for 10 hr. The mixture was partitioned between water (40 mL) and EtOAc (100 mL) and the organic layer passed through a phase separation cartridge and concentrated under reduced pressure. Purification via silica gel c... Run at temperature 100 celsius. Starting materials: ClC1=C(C=NN1C)[N+](=O)[O-] (5-chloro-1-methyl-4-nitro-1H-pyrazole), [F-].[K+] (potassium fluoride), C[C@@H]1CN(CCN1)C(=O)OC(C)(C)C ((R)-tert-butyl 3-methylpiperazine-1-carboxylate). Reaction SMILES: Cl[C:2]1[N:6]([CH3:7])[N:5]=[CH:4][C:3]=1[N+:8]([O-:10])=[O:9].[F-].[K+].[CH3:13][C@H:14]1[NH:19][CH2:18][CH2:17][N:16]([C:20]([O:22][C:23]([CH3:26])([CH3:25])[CH3:24])=[O:21])[CH2:15]1>CS(C)=O>[CH3:13][C@H:14]1[N:19]([C:2]2[N:6]([CH3:7])[N:5]=[CH:4][C:3]=2[N+:8]([O-:10])=[O:9])[CH2:18][CH2:17][N:16]([C:20]([O:22][C:23]([CH3:24])([CH3:26])[CH3:25])=[O:21])[CH2:15]1 |f:1.2|. Yield: 87.6%.